This data is from the Open Reaction Database (ORD), a public repository of structured organic reaction records. The task is: describe an organic reaction: reactants, conditions, products, and yield Reactants: O=C([O-])[O-], CCCCN=C(O)c1c(Cl)c(Cl)c(Cl)c(Cl)c1C(=O)O, Cl, [K+], [K+], C1CCOC1, Sc1ccccc1. Product: CCCCN=C(O)c1c(Cl)c(Cl)c(Sc2ccccc2)c(Cl)c1C(=O)O. RXN SMILES: [C:21](=[O:22])([O-:23])[O-:24].[CH2:1]([CH2:2][CH2:3][CH3:4])[N:5]=[C:6]([c:7]1[c:8]([C:9](=[O:10])[OH:11])[c:12]([Cl:19])[c:13]([Cl:18])[c:14]([Cl:17])[c:15]1[Cl:16])[OH:20].[ClH:34].[K+:25].[K+:26].[O:35]1[CH2:36][CH2:37][CH2:38][CH2:39]1.[SH:27][c:28]1[cH:29][cH:30][cH:31][cH:32][cH:33]1>>[CH2:1]([CH2:2][CH2:3][CH3:4])[N:5]=[C:6]([c:7]1[c:8]([C:9](=[O:10])[OH:11])[c:12]([Cl:19])[c:13]([S:27][c:28]2[cH:29][cH:30][cH:31][cH:32][cH:33]2)[c:14]([Cl:17])[c:15]1[Cl:16])[OH:20]. The reactants are O (water), ClCC1=CC(=C(C=C1)CNC(C)=O)[N+](=O)[O-] (N-(4-chloromethyl-2-nitrophenylmethyl)acetamide), C=1C=CC(=CC1)N2CCNCC2 (phenylpiperazine), C([O-])([O-])=O.[K+].[K+] (potassium carbonate). The solvent is CN(C=O)C (dimethylformamide). Product: [N+](=O)([O-])C1=C(C=CC(=C1)CN1CCN(CC1)C1=CC=CC=C1)CNC(C)=O (N-(2-Nitro-4-((4-phenylpiperazin-1-yl)methyl)phenylmethyl)acetamide). As a reaction SMILES: Cl[CH2:2][C:3]1[CH:8]=[CH:7][C:6]([CH2:9][NH:10][C:11](=[O:13])[CH3:12])=[C:5]([N+:14]([O-:16])=[O:15])[CH:4]=1.[CH:17]1[CH:18]=[CH:19][C:20]([N:23]2[CH2:28][CH2:27][NH:26][CH2:25][CH2:24]2)=[CH:21][CH:22]=1.C(=O)([O-])[O-].[K+].[K+].O>CN(C)C=O>[N+:14]([C:5]1[CH:4]=[C:3]([CH2:2][N:26]2[CH2:27][CH2:28][N:23]([C:20]3[CH:21]=[CH:22][CH:17]=[CH:18][CH:19]=3)[CH2:24][CH2:25]2)[CH:8]=[CH:7][C:6]=1[CH2:9][NH:10][C:11](=[O:13])[CH3:12])([O-:16])=[O:15] |f:2.3.4|. Procedure: A solution of N-(4-chloromethyl-2-nitrophenylmethyl)acetamide (1.4 g), phenylpiperazine (0.8 ml) and potassium carbonate (0.6 g) in dimethylformamide (20 ml) was stirred at 60° C. for 4 hr. The reaction mixture was poured into water (150 ml) and extracted with ethyl acetate. The extract was washed with saturated brine and dried over anhydrous sodium sulfate. The solvent was evaporated to give a pale-yellow solid. The obtained pale-yellow solid was crystallized from ethyl acetate to give the titl... Reactants: O=C([O-])O, CC1(C)CCC(c2ccc(O)cc2)CC1, Cc1ccccc1, CCOC(C)=O, [Na+], O=S(=O)(Cl)Cl. The product is CC1(C)CCC(c2ccc(O)c(Cl)c2)CC1. RXN SMILES: [C:21](=[O:22])([OH:23])[O-:24].[CH3:1][C:2]1([CH3:15])[CH2:3][CH2:4][CH:5]([c:8]2[cH:9][cH:10][c:11]([OH:14])[cH:12][cH:13]2)[CH2:6][CH2:7]1.[CH3:26][c:27]1[cH:28][cH:29][cH:30][cH:31][cH:32]1.[CH3:33][CH2:34][O:35][C:36](=[O:37])[CH3:38].[Na+:25].[S:16]([Cl:17])(=[O:18])([Cl:19])=[O:20]>>[CH3:1][C:2]1([CH3:15])[CH2:3][CH2:4][CH:5]([c:8]2[cH:9][cH:10][c:11]([OH:14])[c:12]([Cl:19])[cH:13]2)[CH2:6][CH2:7]1.